This data is from the Open Reaction Database (ORD), a public repository of structured organic reaction records. The task is: describe an organic reaction: reactants, conditions, products, and yield Reactants: [Br-], C1CCOC1, COC(=O)C(CC(=O)Cl)NC(=O)OCc1ccccc1, C[Mg]Cl, [Cl-], [Cu]Br, Br[Cu]Br, [Li+], [NH4+]. Product: COC(=O)C(CC(C)=O)NC(=O)OCc1ccccc1. Reaction SMILES: [Br-:2].[CH2:28]1[O:29][CH2:30][CH2:31][CH2:32]1.[CH2:6]([c:7]1[cH:8][cH:9][cH:10][cH:11][cH:12]1)[O:13][C:14](=[O:15])[NH:16][CH:17]([C:18](=[O:19])[O:20][CH3:21])[CH2:22][C:23](=[O:24])[Cl:25].[CH3:3][Mg:4][Cl:5].[Cl-:26].[Cu:33][Br:34].[Cu:35]([Br:36])[Br:37].[Li+:1].[NH4+:27]>>[CH3:3][C:23]([CH2:22][CH:17]([NH:16][C:14]([O:13][CH2:6][c:7]1[cH:8][cH:9][cH:10][cH:11][cH:12]1)=[O:15])[C:18](=[O:19])[O:20][CH3:21])=[O:24]. Run in CN(C)C=O (DMF), CN(C)C=O (DMF), CN(C)C=O (DMF). RXN SMILES: Cl.[N:2]1[CH:7]=[CH:6][CH:5]=[C:4]([CH2:8]Cl)[CH:3]=1.[H-].[Na+].[C:12]([O:16][C:17]([N:19]1[CH2:23][CH2:22][C@@H:21]([OH:24])[CH2:20]1)=[O:18])([CH3:15])([CH3:14])[CH3:13].O>CN(C=O)C>[C:12]([O:16][C:17]([N:19]1[CH2:23][CH2:22][C@@H:21]([O:24][CH2:8][C:4]2[CH:3]=[N:2][CH:7]=[CH:6][CH:5]=2)[CH2:20]1)=[O:18])([CH3:15])([CH3:13])[CH3:14] |f:0.1,2.3|. Reactants: [H-].[Na+] (sodium hydride), O (Water), Cl.N1=CC(=CC=C1)CCl (3-picolylchloride hydrochloride), C(C)(C)(C)OC(=O)N1C[C@@H](CC1)O ((3R)-N-tert-butyloxycarbonylpyrrolidin-3-ol), [H-].[Na+] (sodium hydride). Reported procedure: A suspension of 3-picolylchloride hydrochloride (1.84 g, 11.2 mmol) in DMF (50 ml) was added to a stirred slurry of sodium hydride (60% dispersion in oil, 0.45 g, 11.2 mmol) in DMF at 0° C. under nitrogen. The mixture was stirred at 0° C. for 0.25 h and then added to a mixture of (3R)-N-tert-butyloxycarbonylpyrrolidin-3-ol (2.0 g, 10.7 mmol) and sodium hydride (60% dispersion in oil, 0.45 g, 11.2 mmol) in DMF at 0° C. under nitrogen (mixture stirred for 0.2 h at 0° C. prior to the addition). The... The product is C(C)(C)(C)OC(=O)N1C[C@@H](CC1)OCC=1C=NC=CC1 ((3R)-N-tert-Butyloxycarbonyl-3-(pyridin-3-ylmethyloxy)pyrrolidine). The yield is 54.7%. Reaction conditions: temperature 0 celsius, time 0.25 hour. Starting materials: COCOC1=CC=CC=2SC(=CC21)C(=O)O (4-(methoxymethyloxy)benzo(b)thiophene-2-carboxylic acid), Cl.CNOC (N,O-dimethylhydroxylamine hydrochloride), P(=O)(OCC)(OCC)C#N (diethyl cyanophosphate). The product is OC1=CC=CC=2SC(=CC21)C(=O)N(C)OC (4-hydroxy-N-methoxy-N-methylbenzo(b)thiophene-2-carboxamide). Isolated yield 89.3%. As a reaction SMILES: COC[O:4][C:5]1[C:13]2[CH:12]=[C:11]([C:14]([OH:16])=O)[S:10][C:9]=2[CH:8]=[CH:7][CH:6]=1.Cl.[CH3:18][NH:19][O:20][CH3:21].P(C#N)(OCC)(OCC)=O>>[OH:4][C:5]1[C:13]2[CH:12]=[C:11]([C:14]([N:19]([O:20][CH3:21])[CH3:18])=[O:16])[S:10][C:9]=2[CH:8]=[CH:7][CH:6]=1 |f:1.2|. Procedure: By the reactions in the same manner as in Starting Material Synthesis Example 16 using 4-(methoxymethyloxy)benzo(b)thiophene-2-carboxylic acid (4.5 g), N,O-dimethylhydroxylamine hydrochloride (2.1 g) and diethyl cyanophosphate (3.2 g), 4-hydroxy-N-methoxy-N-methylbenzo(b)thiophene-2-carboxamide (4.0 g) was obtained as a brown oil. By the reactions in the same manner as in Starting Material Synthesis Example 1 using the brown oil (2.0 g) and (S)-glycidyl nosylate (2.0 g), the title compound (1.1 ... The product is C1(CC1)NC(=O)C=1N=NN2C1COC1=C2C=CC(=C1)C(=O)NCC (N3-cyclopropyl-N7-ethyl-4H-[1,2,3]triazolo[5,1-c][1,4]benzoxazine-3,7-dicarboxamide). Reaction conditions: time 7 hour. Procedure: N-Cyclopropyl-1-{4-[(ethylamino)carbonyl]-2-hydroxyphenyl}-5-(hydroxymethyl)-1H-1,2,3-triazole-4-carboxamide (300 mg, 0.868 mmol) obtained in Example 317 was dissolved in THF (6.0 ml), tributylphosphine (0.300 ml, 1.13 mmol, 1.3 eq.) and ADDP (290 mg, 1.13 mmol, 1.3 eq.) were added, and the mixture was stirred at room temperature for 7 hr. The reaction mixture was diluted with ethyl acetate (10 ml), and the precipitate was collected by filtration, washed with ethyl acetate and suspended in water... Reactants: C(CCC)P(CCCC)CCCC (tributylphosphine), C1CCN(CC1)C(=O)N=NC(=O)N2CCCCC2 (ADDP), C1(CC1)NC(=O)C=1N=NN(C1CO)C1=C(C=C(C=C1)C(=O)NCC)O (N-cyclopropyl-1-{4-[(ethylamino)carbonyl]-2-hydroxyphenyl}-5-(hydroxymethyl)-1H-1,2,3-triazole-4-carboxamide). The solvent is C(C)(=O)OCC (ethyl acetate), C1CCOC1 (THF). The yield is 80.3%. As a reaction SMILES: [CH:1]1([NH:4][C:5]([C:7]2[N:8]=[N:9][N:10]([C:14]3[CH:19]=[CH:18][C:17]([C:20]([NH:22][CH2:23][CH3:24])=[O:21])=[CH:16][C:15]=3[OH:25])[C:11]=2[CH2:12]O)=[O:6])[CH2:3][CH2:2]1.C(P(CCCC)CCCC)CCC.C1CCN(C(N=NC(N2CCCCC2)=O)=O)CC1>C1COCC1.C(OCC)(=O)C>[CH:1]1([NH:4][C:5]([C:7]2[N:8]=[N:9][N:10]3[C:14]4[CH:19]=[CH:18][C:17]([C:20]([NH:22][CH2:23][CH3:24])=[O:21])=[CH:16][C:15]=4[O:25][CH2:12][C:11]=23)=[O:6])[CH2:2][CH2:3]1. The reactants are C([O-])([O-])=O.[K+].[K+] (potassium carbonate), C1(CCCC1)Br (cyclopentyl bromide), FC1=C(C=C(C(=C1)Cl)OC(=O)OC)NC(OCC)=O (Ethyl N-(2-fluoro-4-chloro-5-methoxycarbonyloxyphenyl)carbamate), Cl (hydrochloric acid). The solvent is C(C)O (ethanol). Conditions: time 2 hour. The product is FC1=C(C=C(C(=C1)Cl)OC1CCCC1)NC(OCC)=O (ethyl N-(2-fluoro-4-chloro-5-cyclopentyloxyphenyl)carbamate), 4. Yield: 1388.3%. RXN SMILES: [F:1][C:2]1[CH:7]=[C:6]([Cl:8])[C:5]([O:9][C:10](OC)=O)=[CH:4][C:3]=1[NH:14][C:15](=[O:19])[O:16][CH2:17][CH3:18].C(=O)([O-])[O-].[K+].[K+].[CH:26]1(Br)[CH2:30]C[CH2:28][CH2:27]1.Cl>C(O)C>[F:1][C:2]1[CH:7]=[C:6]([Cl:8])[C:5]([O:9][CH:10]2[CH2:28][CH2:27][CH2:26][CH2:30]2)=[CH:4][C:3]=1[NH:14][C:15](=[O:19])[O:16][CH2:17][CH3:18] |f:1.2.3|. Procedure details: Ethyl N-(2-fluoro-4-chloro-5-methoxycarbonyloxyphenyl)carbamate (1.45 g, 4.97 mmol) prepared by the process described in Reference Example 1 and a solution of potassium carbonate (1.03 g, 7.46 mmol) in ethanol (5.0 ml) were stirred for 1 hour while refluxing, and then cyclopentyl bromide (1.11 g, 7.46 mmol) was added thereto, followed by further stirring for 2 hours. After completion of the reaction, the mixture was poured into 1N hydrochloric acid (50 ml), and extracted with ethyl acetate (50 m...